This data is from the Open Reaction Database (ORD), a public repository of structured organic reaction records. The task is: describe an organic reaction: reactants, conditions, products, and yield Starting materials: resultant mixture, CN (methylamine), C(C1=CC(C(=O)[O-])=CC=C1)(=O)OC (methyl isophthalate), C(C(=O)Cl)(=O)Cl (oxalyl chloride), resultant mixture. The reagents and catalysts are CN(C)C=O (DMF). Run in C1CCOC1 (THF), C(Cl)Cl (CH2Cl2). Run at temperature 0 celsius. The product is CNC(=O)C=1C=C(C(=O)OC)C=CC1 (Methyl 3-[(methylamino)carbonyl]benzoate). Isolated yield 85.0%. Reaction SMILES: [C:1]([O:12][CH3:13])(=[O:11])[C:2]1[CH:10]=[CH:9][CH:8]=[C:4]([C:5]([O-])=[O:6])[CH:3]=1.C(Cl)(=O)C(Cl)=O.[CH3:20][NH2:21]>C(Cl)Cl.CN(C=O)C.C1COCC1>[CH3:20][NH:21][C:5]([C:4]1[CH:3]=[C:2]([CH:10]=[CH:9][CH:8]=1)[C:1]([O:12][CH3:13])=[O:11])=[O:6]. Reported procedure: A slurry of methyl isophthalate (5.10 g, 0.028 mol) in CH2Cl2 (100 ml) at room temperature was treated with oxalyl chloride (6.0 ml) followed by DMF (3 drops). The resultant mixture was stirred under reflux (90 mins). The resultant mixture was cooled to room temperature, the solvent removed by evaporation and the residue azeotroped with CH2Cl2. The resultant mixture was dissolved in THF (100 ml), cooled to 0° C. and treated with a solution of methylamine (2M, 28 ml,56 mmol) in THF. The mixture w... Starting materials: CCOC(=O)N1C(=O)c2ccccc2C1=O, CC#N, Cl, CCOc1ccc(C(N)CC(=O)O)cc1OCC, [Na+], [Na+], O=C([O-])[O-], O. Yields the product CCOc1ccc(C(CC(=O)O)N2C(=O)c3ccccc3C2=O)cc1OCC. RXN SMILES: [C:25]([N:26]1[C:31](=[O:40])[c:32]2[c:33]([cH:36][cH:37][cH:38][cH:39]2)[C:34]1=[O:35])([O:27][CH2:28][CH3:29])=[O:30].[C:43](#[N:44])[CH3:45].[ClH:41].[NH2:1][CH:2]([CH2:3][C:4](=[O:5])[OH:6])[c:7]1[cH:8][c:9]([O:16][CH2:17][CH3:18])[c:10]([O:13][CH2:14][CH3:15])[cH:11][cH:12]1.[Na+:19].[Na+:20].[O-:21][C:22](=[O:23])[O-:24].[OH2:42]>>[N:1]1([CH:2]([CH2:3][C:4](=[O:5])[OH:6])[c:7]2[cH:8][c:9]([O:16][CH2:17][CH3:18])[c:10]([O:13][CH2:14][CH3:15])[cH:11][cH:12]2)[C:31](=[O:40])[c:32]2[c:33]([cH:36][cH:37][cH:38][cH:39]2)[C:34]1=[O:35]. Starting materials: [H-].[Al+3].[Li+].[H-].[H-].[H-] (Lithium aluminium hydride), C1(=CC=CC=C1)C=1SC=C(N1)COC1=CC=C(CN2N=C(C(=C2)C(=O)OCC)C=2SC=CC2)C=C1 (ethyl 1-[4-(2-phenyl-4-thiazolylmethoxy)benzyl]-3-(2-thienyl)-1H-pyrazole-4-carboxylate), O.O.O.O.O.O.O.O.O.O.S(=O)(=O)([O-])[O-].[Na+].[Na+] (Sodium sulfate decahydrate). The solvent is O1CCCC1 (tetrahydrofuran). Run at time 30 minute. The product is C1(=CC=CC=C1)C=1SC=C(N1)COC1=CC=C(CN2N=C(C(=C2)CO)C=2SC=CC2)C=C1 ([1-[4-(2-phenyl-4-thiazolylmethoxy)benzyl]-3-(2-thienyl)-1H-pyrazol-4-yl]methanol). Isolated yield 97.0%. As a reaction SMILES: [H-].[Al+3].[Li+].[H-].[H-].[H-].[C:7]1([C:13]2[S:14][CH:15]=[C:16]([CH2:18][O:19][C:20]3[CH:41]=[CH:40][C:23]([CH2:24][N:25]4[CH:29]=[C:28]([C:30](OCC)=[O:31])[C:27]([C:35]5[S:36][CH:37]=[CH:38][CH:39]=5)=[N:26]4)=[CH:22][CH:21]=3)[N:17]=2)[CH:12]=[CH:11][CH:10]=[CH:9][CH:8]=1.O.O.O.O.O.O.O.O.O.O.S([O-])([O-])(=O)=O.[Na+].[Na+]>O1CCCC1>[C:7]1([C:13]2[S:14][CH:15]=[C:16]([CH2:18][O:19][C:20]3[CH:41]=[CH:40][C:23]([CH2:24][N:25]4[CH:29]=[C:28]([CH2:30][OH:31])[C:27]([C:35]5[S:36][CH:37]=[CH:38][CH:39]=5)=[N:26]4)=[CH:22][CH:21]=3)[N:17]=2)[CH:8]=[CH:9][CH:10]=[CH:11][CH:12]=1 |f:0.1.2.3.4.5,7.8.9.10.11.12.13.14.15.16.17.18.19|. Reported procedure: Lithium aluminium hydride (540 mg) was added gradually to a solution of ethyl 1-[4-(2-phenyl-4-thiazolylmethoxy)benzyl]-3-(2-thienyl)-1H-pyrazole-4-carboxylate (7.10 g) in tetrahydrofuran (50 ml) at 0° C., which was stirred for 30 minutes. Sodium sulfate decahydrate (4.33 g) was added to the reaction mixture, and the precipitate was removed by filtration. The filtrate was concentrated, and the residue was subjected to silica gel column chromatography to obtain [1-[4-(2-phenyl-4-thiazolylmethoxy)... The reactants are C([O-])(O)=O.[Na+] (sodium bicarbonate), C(C(C)(C)C)(=O)Cl (pivaloyl chloride), ClCC(=O)C1=CC=C(C=C1)CCC(=O)O (3-[4-(chloroacetyl)phenyl]propionic acid), resultant mixture, Cl.COC(C(N)C)=O (DL-alanine methyl ester hydrochloride). The solvent is C(C)N(CC)CC (triethylamine), O1CCCC1 (tetrahydrofuran), O1CCCC1 (tetrahydrofuran), C(C)#N (acetonitrile), C(C)N(CC)CC (triethylamine), CN(C=O)C (dimethylformamide). Conditions: temperature -15 celsius, time 1 hour. Yields the product COC([C@@H](NC(CCC1=CC=C(C=C1)C(CCl)=O)=O)C)=O (N-{3-[4-(chloroacetyl)phenyl]propionyl} alanine methyl ester). RXN SMILES: C(Cl)(=O)C(C)(C)C.[Cl:8][CH2:9][C:10]([C:12]1[CH:17]=[CH:16][C:15]([CH2:18][CH2:19][C:20]([OH:22])=O)=[CH:14][CH:13]=1)=[O:11].Cl.[CH3:24][O:25][C:26](=[O:30])[CH:27]([CH3:29])[NH2:28].C(=O)(O)[O-].[Na+]>O1CCCC1.C(#N)C.CN(C)C=O.C(N(CC)CC)C>[CH3:24][O:25][C:26](=[O:30])[C@H:27]([CH3:29])[NH:28][C:20](=[O:22])[CH2:19][CH2:18][C:15]1[CH:14]=[CH:13][C:12]([C:10](=[O:11])[CH2:9][Cl:8])=[CH:17][CH:16]=1 |f:2.3,4.5|. Procedure details: A solution of pivaloyl chloride (4.41ml.) in tetrahydrofuran (30ml.) was added to a stirred solution, cooled to -15° C., of 3-[4-(chloroacetyl)phenyl]propionic acid (9.7g.) and triethylamine (5.5ml.) in tetrahydrofuran (30ml.) and acetonitrile (40ml.). The resultant mixture was stirred for one hour at -15° C. A suspension of DL-alanine methyl ester hydrochloride (5.0g.) in dimethylformamide (30ml.) containing triethylamine (5.5ml.) was then added over 15 minutes. The mixture was stirred at -15° ... Reactants: CCOC(=O)C (EtOAc), [NH4+].[Cl-] (NH4Cl), [H-].[H-].[H-].[H-].[Li+].[Al+3] (LAH), FC1=C(C=C(C=C1)F)[C@@H]1N(CCC1)C1=CC=2N(C=C1)N=CC2C(=O)NC[C@H](CC(=O)OC)O ((S)-methyl 4-(5-((R)-2-(2,5-difluorophenyl)pyrrolidin-1-yl)pyrazolo[1,5-a]pyridine-3-carboxamido)-3-hydroxybutanoate). Solvent: C1CCOC1 (THF), O (water). Conditions: time 1 hour. The product is FC1=C(C=C(C=C1)F)[C@@H]1N(CCC1)C1=CC=2N(C=C1)N=CC2C(=O)NC[C@H](CCO)O (5-((R)-2-(2,5-difluorophenyl)pyrrolidin-1-yl)-N-((S)-2,4-dihydroxybutyl)pyrazolo[1,5-a]pyridine-3-carboxamide). Isolated yield 10.9%. As a reaction SMILES: [H-].[H-].[H-].[H-].[Li+].[Al+3].[F:7][C:8]1[CH:13]=[CH:12][C:11]([F:14])=[CH:10][C:9]=1[C@H:15]1[CH2:19][CH2:18][CH2:17][N:16]1[C:20]1[CH:25]=[CH:24][N:23]2[N:26]=[CH:27][C:28]([C:29]([NH:31][CH2:32][C@@H:33]([OH:39])[CH2:34][C:35](OC)=[O:36])=[O:30])=[C:22]2[CH:21]=1.CCOC(C)=O.[NH4+].[Cl-]>C1COCC1.O>[F:7][C:8]1[CH:13]=[CH:12][C:11]([F:14])=[CH:10][C:9]=1[C@H:15]1[CH2:19][CH2:18][CH2:17][N:16]1[C:20]1[CH:25]=[CH:24][N:23]2[N:26]=[CH:27][C:28]([C:29]([NH:31][CH2:32][C@@H:33]([OH:39])[CH2:34][CH2:35][OH:36])=[O:30])=[C:22]2[CH:21]=1 |f:0.1.2.3.4.5,8.9|. Procedure details: LAH (12 mg, 0.33 mmol) was added portionwise to a solution of (S)-methyl 4-(5-((R)-2-(2,5-difluorophenyl)pyrrolidin-1-yl)pyrazolo[1,5-a]pyridine-3-carboxamido)-3-hydroxybutanoate (100 mg, 0.22 mmol) in THF (2 mL) at 0-5° C. and continued stirring at the same temperature for 1 h. EtOAc was added to the above reaction mixture followed by NH4Cl solution and water. Organic layer separated was dried over anhydrous sodium sulphate and concentrated under reduced pressure to afford the crude product, wh...